describe an organic reaction: reactants, conditions, products, and yield From a dataset of the Open Reaction Database (ORD), a public repository of structured organic reaction records. Reactants: CC1=NC=C(C=N1)C1(CCOCC1)C#N (4-(2-methylpyrimidin-5-yl)tetrahydro-2H-pyran-4-carbonitrile), CO.O (MeOH H2O), [OH-].[Na+] (NaOH). Reaction conditions: temperature 100 celsius. Product: CC1=NC=C(C=N1)C1(CCOCC1)C(=O)O (4-(2-methylpyrimidin-5-yl)tetrahydro-2H-pyran-4-carboxylic acid). Isolated yield 67.0%. Reaction SMILES: [CH3:1][C:2]1[N:7]=[CH:6][C:5]([C:8]2([C:14]#N)[CH2:13][CH2:12][O:11][CH2:10][CH2:9]2)=[CH:4][N:3]=1.[OH-:16].[Na+].C[OH:19].O>>[CH3:1][C:2]1[N:7]=[CH:6][C:5]([C:8]2([C:14]([OH:19])=[O:16])[CH2:13][CH2:12][O:11][CH2:10][CH2:9]2)=[CH:4][N:3]=1 |f:1.2,3.4|. Reported procedure: A mixture of 4-(2-methylpyrimidin-5-yl)tetrahydro-2H-pyran-4-carbonitrile (5.5 g, 0.027 mol) in MeOH/H2O (60 mL, 1:1) was added NaOH (3.25 g, 0.081 mol) and heated to 100° C. overnight. The MeOH was removed in vacuo. The aqueous layer was extracted with EtOAc (2×30 mL) and the organic layers was discarded. The aqueous layer was adjusted pH to 2˜3 with 3N HCl and extracted with EtOAc (6×50 mL). The organic layer was dried over Na2SO4 and concentracted to give 4-(2-methylpyrimidin-5-yl)tetrahydro-...